Task: describe an organic reaction: reactants, conditions, products, and yield. Dataset: the Open Reaction Database (ORD), a public repository of structured organic reaction records Reactants: C1CCNCC1, CCOC(=O)c1cc(C(F)(F)F)cc([N+](=O)[O-])c1Cl, C1COCCO1, O. Yields the product CCOC(=O)c1cc(C(F)(F)F)cc([N+](=O)[O-])c1N1CCCCC1. RXN SMILES: [CH2:20]1[CH2:21][CH2:22][NH:23][CH2:24][CH2:25]1.[Cl:1][c:2]1[c:3]([C:4](=[O:5])[O:6][CH2:7][CH3:8])[cH:9][c:10]([C:16]([F:17])([F:18])[F:19])[cH:11][c:12]1[N+:13](=[O:14])[O-:15].[O:27]1[CH2:28][CH2:29][O:30][CH2:31][CH2:32]1.[OH2:26]>>[c:2]1([N:23]2[CH2:22][CH2:21][CH2:20][CH2:25][CH2:24]2)[c:3]([C:4](=[O:5])[O:6][CH2:7][CH3:8])[cH:9][c:10]([C:16]([F:17])([F:18])[F:19])[cH:11][c:12]1[N+:13](=[O:14])[O-:15].